Dataset: the Open Reaction Database (ORD), a public repository of structured organic reaction records. Task: describe an organic reaction: reactants, conditions, products, and yield Reactants: NC1=NC(=C(C(=N1)N)C1=C(C(=CC(=C1)Cl)Cl)Cl)C (2,4-Diamino-5-(2,3,5-trichlorophenyl)-6-methylpyrimidine), ClC1=C(CO)C=C(C=C1)Cl (2,5-dichlorobenzylalcohol). Solvent: C(Cl)(Cl)Cl.CO (CHCl3 MeOH). Product: NC1=NC(=C(C(=N1)N)C1=C(C=CC(=C1)Cl)Cl)C (2,4-Diamino-5-(2,5-dichlorophenyl)-6-methylpyrimidine). RXN SMILES: [NH2:1][C:2]1[N:7]=[C:6]([NH2:8])[C:5]([C:9]2[CH:14]=[C:13]([Cl:15])[CH:12]=[C:11](Cl)[C:10]=2[Cl:17])=[C:4]([CH3:18])[N:3]=1.ClC1C=CC(Cl)=CC=1CO>C(Cl)(Cl)Cl.CO>[NH2:1][C:2]1[N:7]=[C:6]([NH2:8])[C:5]([C:9]2[CH:14]=[C:13]([Cl:15])[CH:12]=[CH:11][C:10]=2[Cl:17])=[C:4]([CH3:18])[N:3]=1 |f:2.3|. Procedure details: This compound was made in an analogous manner to the compound of Example 6 from 2,5-dichlorobenzylalcohol (Lancaster Synthesis). Mp. 226°-228° C.: TLC (SiO2 : CHCl3 /MeOH, 9:1) Rf=0.24. The reactants are O1C(=CC=C1)CN1C(=NC2=C1C=CC=C2)CC2CCN(CC2)CCCC#N (4-[[1-(2-furanylmethyl)-1H-benzimidazol-2-yl]methyl]-1-piperidinebutanenitrile), N (ammonia), [H][H] (hydrogen). Reagents/catalysts: [Ni] (Raney-nickel). Solvent: CO (methanol). The product is O1C(=CC=C1)CN1C(=NC2=C1C=CC=C2)CC2CCN(CC2)CCCCN (4-[[1-(2-furanylmethyl)-1H-benzimidazol-2-yl]methyl]-1-piperidinebutanamine). Yield: 99.0%. As a reaction SMILES: [O:1]1[CH:5]=[CH:4][CH:3]=[C:2]1[CH2:6][N:7]1[C:11]2[CH:12]=[CH:13][CH:14]=[CH:15][C:10]=2[N:9]=[C:8]1[CH2:16][CH:17]1[CH2:22][CH2:21][N:20]([CH2:23][CH2:24][CH2:25][C:26]#[N:27])[CH2:19][CH2:18]1.N.[H][H]>[Ni].CO>[O:1]1[CH:5]=[CH:4][CH:3]=[C:2]1[CH2:6][N:7]1[C:11]2[CH:12]=[CH:13][CH:14]=[CH:15][C:10]=2[N:9]=[C:8]1[CH2:16][CH:17]1[CH2:18][CH2:19][N:20]([CH2:23][CH2:24][CH2:25][CH2:26][NH2:27])[CH2:21][CH2:22]1. Procedure: A mixture of 7.4 parts of 4-[[1-(2-furanylmethyl)-1H-benzimidazol-2-yl]methyl]-1-piperidinebutanenitrile and 240 parts of methanol saturated with ammonia was hydrogenated at normal pressure and at room temperature with 3 parts of Raney-nickel catalyst. After the calculated amount of hydrogen was taken up, the catalyst was filtered off and the filtrate was evaporated, yielding 7.33 parts (99%) of 4-[[1-(2-furanylmethyl)-1H-benzimidazol-2-yl]methyl]-1-piperidinebutanamine (302). Reactants: N(C1=CC=CC=C1)C1=NC(=CC(=N1)Cl)C (2-anilino-4-chloro-6-methylpyrimidine), C(C)(C)O (isopropyl alcohol), [H-].[Na+] (NaH). Solvent: C1CCOC1 (THF). Yields the product N(C1=CC=CC=C1)C1=NC(=CC(=N1)C)OC(C)C (2-anilino-4-methyl-6-isopropoxypyrimidine). Yield: 64.1%. RXN SMILES: [NH:1]([C:8]1[N:13]=[C:12](Cl)[CH:11]=[C:10]([CH3:15])[N:9]=1)[C:2]1[CH:7]=[CH:6][CH:5]=[CH:4][CH:3]=1.[CH:16]([OH:19])([CH3:18])[CH3:17].[H-].[Na+]>C1COCC1>[NH:1]([C:8]1[N:9]=[C:10]([CH3:15])[CH:11]=[C:12]([O:19][CH:16]([CH3:18])[CH3:17])[N:13]=1)[C:2]1[CH:7]=[CH:6][CH:5]=[CH:4][CH:3]=1 |f:2.3|. Reported procedure: In the same manner as in Example 3, 3.1 g of 2-anilino-4-chloro-6-methylpyrimidine, 1.9 g of isopropyl alcohol and 0.7 g of NaH were added to 50 ml of THF and allowed to react at room temperature for 4 hours to obtain 2.2 g of 2-anilino-4-methyl-6-isopropoxypyrimidine (yield 65%). n20D 1.5931. The reactants are CC1(C=2C=CC(=CC2C(CC1)(C)C)CC(=O)O)C (5,6,7,8-tetrahydro-5,5,8,8-tetramethyl -2-naphthylacetic acid), CNC1=CC=C(C(=O)OC)C=C1 (methyl 4-methylaminobenzoate). The product is CN(C(CC1=CC=2C(CCC(C2C=C1)(C)C)(C)C)=O)C1=CC=C(C(=O)OC)C=C1 (Methyl 4-(N-methyl-5,6,7,8-tetrahydro -5,5,8,8-tetramethyl-2-naphthylacetamido)benzoate). Isolated yield 53.4%. RXN SMILES: [CH3:1][C:2]1([CH3:18])[CH2:11][CH2:10][C:9]([CH3:13])([CH3:12])[C:8]2[CH:7]=[C:6]([CH2:14][C:15](O)=[O:16])[CH:5]=[CH:4][C:3]1=2.[CH3:19][NH:20][C:21]1[CH:30]=[CH:29][C:24]([C:25]([O:27][CH3:28])=[O:26])=[CH:23][CH:22]=1>>[CH3:19][N:20]([C:21]1[CH:30]=[CH:29][C:24]([C:25]([O:27][CH3:28])=[O:26])=[CH:23][CH:22]=1)[C:15](=[O:16])[CH2:14][C:6]1[CH:5]=[CH:4][C:3]2[C:2]([CH3:1])([CH3:18])[CH2:11][CH2:10][C:9]([CH3:13])([CH3:12])[C:8]=2[CH:7]=1. Procedure details: In a manner similar to Example 4(c), by reaction of 2.46 g (10 mmol) of 5,6,7,8-tetrahydro-5,5,8,8-tetramethyl -2-naphthylacetic acid with 1.65 g (10 mmol) of methyl 4-methylaminobenzoate, 2.1 g (54%) of the expected product are obtained in the form of a colorless oil. Reactants: O(C1=CC=CC=C1)C(=S)OCC1=NC=NN1CCCOC1=C(C=C(C=C1C)C=1N=NN(N1)C)C (5-phenoxythiocarbonyloxymethyl-1-[3-[4-(2-methyl-tetrazol-5-yl)-2,6-dimethylphenoxy]-propyl]-1,2,4-triazole), CC(C)(C#N)N=NC(C)(C)C#N (AIBN), C(CCC)[SnH](CCCC)CCCC (tributyltin hydride). The solvent is C1(=CC=CC=C1)C (toluene). Reaction conditions: temperature 75 celsius, time 6.5 hour. Yields the product CC1=NC=NN1CCCOC1=C(C=C(C=C1C)C=1N=NN(N1)C)C (5-methyl-1-[3-[4-(2-methyl-tetrazol-5-yl)-2,6-dimethylphenoxy]-propyl]-1,2,4-triazole). The yield is 23.6%. Reaction SMILES: O(C(O[CH2:11][C:12]1[N:16]([CH2:17][CH2:18][CH2:19][O:20][C:21]2[C:26]([CH3:27])=[CH:25][C:24]([C:28]3[N:29]=[N:30][N:31]([CH3:33])[N:32]=3)=[CH:23][C:22]=2[CH3:34])[N:15]=[CH:14][N:13]=1)=S)C1C=CC=CC=1.CC(N=NC(C#N)(C)C)(C#N)C.C([SnH](CCCC)CCCC)CCC>C1(C)C=CC=CC=1>[CH3:11][C:12]1[N:16]([CH2:17][CH2:18][CH2:19][O:20][C:21]2[C:22]([CH3:34])=[CH:23][C:24]([C:28]3[N:29]=[N:30][N:31]([CH3:33])[N:32]=3)=[CH:25][C:26]=2[CH3:27])[N:15]=[CH:14][N:13]=1. Procedure: To a solution of 5-phenoxythiocarbonyloxymethyl-1-[3-[4-(2-methyl-tetrazol-5-yl)-2,6-dimethylphenoxy]-propyl]-1,2,4-triazole (130 mg, 0.79 mmol) in 20 ml of toluene was added AIBN (130 mg, 0.79 mmol) and tributyltin hydride (3.2 g, 11 mmol) and the mixture was stirred at 75° C. for 6.5 h. The solvent was concentrated in vacuo and the residue was purified by silica column chromatography (13 cm column, ethyl acetate/hexane, 1/1-5/1; methylene chloride/acetone, 4/1-0/1) to afford 61 mg (19%) of 5-m... Reactants: CCOC(C)=O, NCc1ccc(Cl)cc1, CCOC(=O)c1cnc2c(I)cccc2c1O. Yields the product O=C(NCc1ccc(Cl)cc1)c1cnc2c(I)cccc2c1O. As a reaction SMILES: [CH3:27][CH2:28][O:29][C:30](=[O:31])[CH3:32].[Cl:18][c:19]1[cH:20][cH:21][c:22]([CH2:23][NH2:24])[cH:25][cH:26]1.[OH:1][c:2]1[c:3]([C:13]([O:15][CH2:14][CH3:16])=[O:17])[cH:4][n:5][c:6]2[c:7]([I:12])[cH:8][cH:9][cH:10][c:11]12>>[OH:1][c:2]1[c:3]([C:13](=[O:15])[NH:24][CH2:23][c:22]2[cH:21][cH:20][c:19]([Cl:18])[cH:26][cH:25]2)[cH:4][n:5][c:6]2[c:7]([I:12])[cH:8][cH:9][cH:10][c:11]12.